The task is: describe an organic reaction: reactants, conditions, products, and yield. This data is from the Open Reaction Database (ORD), a public repository of structured organic reaction records. The reactants are C1CCOC1, COC(=O)c1cc2ccc(OC)cc2[nH]1, CO, CCN(C(C)C)C(C)C, [Li+], N#Cc1cc(Cl)cc(Oc2cc(CN)ccc2Cl)c1, CN(C)C=O, [OH-], O=C(O)CC(O)(CC(=O)O)C(=O)O. Product: COc1ccc2cc(C(=O)NCc3ccc(Cl)c(Oc4cc(Cl)cc(C#N)c4)c3)[nH]c2c1. As a reaction SMILES: [CH2:59]1[O:60][CH2:61][CH2:62][CH2:63]1.[CH3:1][O:2][c:3]1[cH:4][cH:5][c:6]2[cH:7][c:8]([C:12]([O:14][CH3:13])=[O:15])[nH:9][c:10]2[cH:11]1.[CH3:69][OH:70].[CH:50]([N:51]([CH2:52][CH3:53])[CH:54]([CH3:55])[CH3:56])([CH3:57])[CH3:58].[Li+:16].[NH2:31][CH2:32][c:33]1[cH:34][cH:35][c:36]([Cl:49])[c:37]([O:39][c:40]2[cH:41][c:42]([C:43]#[N:44])[cH:45][c:46]([Cl:48])[cH:47]2)[cH:38]1.[O:64]=[CH:65][N:66]([CH3:67])[CH3:68].[OH-:17].[OH:18][C:19]([CH2:20][C:21]([C:22](=[O:23])[OH:24])([CH2:25][C:26](=[O:27])[OH:28])[OH:29])=[O:30]>>[CH3:1][O:2][c:3]1[cH:4][cH:5][c:6]2[cH:7][c:8]([C:12](=[O:14])[NH:31][CH2:32][c:33]3[cH:34][cH:35][c:36]([Cl:49])[c:37]([O:39][c:40]4[cH:41][c:42]([C:43]#[N:44])[cH:45][c:46]([Cl:48])[cH:47]4)[cH:38]3)[nH:9][c:10]2[cH:11]1.